describe an organic reaction: reactants, conditions, products, and yield From a dataset of the Open Reaction Database (ORD), a public repository of structured organic reaction records. The reactants are C(C)OC(=O)C=1CCOCC1N[C@H](C)C1=CC=CC=C1 ((R)-5-(1-Phenyl-ethylamino)-3,6-dihydro-2H-pyran-4-carboxylic acid ethyl ester), C(C)[SiH](CC)CC (triethylsilane). The solvent is FC(C(=O)O)(F)F (trifluoroacetic acid). Reaction conditions: time 17 hour. The product is C(C)OC(=O)[C@H]1[C@@H](COCC1)N[C@H](C)C1=CC=CC=C1 ((3S,4R)-3-[(R)-1-Phenyl-ethylamino]-tetrahydro-pyran-4-carboxylic acid ethyl ester). The yield is 35.6%. Reaction SMILES: [CH2:1]([O:3][C:4]([C:6]1[CH2:7][CH2:8][O:9][CH2:10][C:11]=1[NH:12][C@@H:13]([C:15]1[CH:20]=[CH:19][CH:18]=[CH:17][CH:16]=1)[CH3:14])=[O:5])[CH3:2].C([SiH](CC)CC)C>FC(F)(F)C(O)=O>[CH2:1]([O:3][C:4]([C@@H:6]1[CH2:7][CH2:8][O:9][CH2:10][C@H:11]1[NH:12][C@@H:13]([C:15]1[CH:16]=[CH:17][CH:18]=[CH:19][CH:20]=1)[CH3:14])=[O:5])[CH3:2]. Procedure details: A solution of crude (R)-5-(1-Phenyl-ethylamino)-3,6-dihydro-2H-pyran-4-carboxylic acid ethyl ester (4.53 g, ca. 16.5 mmol) was dissolved in trifluoroacetic acid (45 mL) and treated with triethylsilane (7.9 mL, 49.4 mmol). The mixture was stirred for 17 h and then concentrated. The residue was dissolved in water and adjusted to pH 10 with 50% sodium hydroxide. The mixture was extracted with dichloromethane, and the combined organic phases were dried (Na2SO4) and concentrated. The residue was puri... Starting materials: CC=1N=CSC1 (4-methylthiazole), CC=1N=C(SC1)C(C(F)(F)F)=O (4-methyl-2-trifluoroacetylthiazole). The solvent is O1CCCC1 (tetrahydrofuran). Yields the product CC=1N=C(SC1)C(C(F)(F)F)(O)C=1SC=C(N1)C (1,1-Bis(4-methyl-2-thiazolyl)-2,2,2-trifluoroethanol). Reaction SMILES: [CH3:1][C:2]1[N:3]=[CH:4][S:5][CH:6]=1.[CH3:7][C:8]1[N:9]=[C:10]([C:13](=[O:18])[C:14]([F:17])([F:16])[F:15])[S:11][CH:12]=1>O1CCCC1>[CH3:1][C:2]1[N:3]=[C:4]([C:13]([C:10]2[S:11][CH:12]=[C:8]([CH3:7])[N:9]=2)([OH:18])[C:14]([F:17])([F:16])[F:15])[S:5][CH:6]=1. Procedure: From 4-methylthiazole and 4-methyl-2-trifluoroacetylthiazole and using anhydrous tetrahydrofuran as solvent. Reactants: FC1=CC=C(C=C1)C=1C(=NC=C(C(=O)O)C1)OCC1CC1 (5-(4-fluoro-phenyl)-6-cyclopropylmethoxy-nicotinic acid), NC[C@](O)(C1CC1)C ((R)-α-(aminomethyl)-α-methyl-cyclopropanemethanol). The product is C1(CC1)[C@@](CNC(C1=CN=C(C(=C1)C1=CC=C(C=C1)F)OCC1CC1)=O)(C)O (N—((R)-2-Cyclopropyl-2-hydroxy-propyl)-6-cyclopropylmethoxy-5-(4-fluoro-phenyl)-nicotinamide). As a reaction SMILES: [F:1][C:2]1[CH:7]=[CH:6][C:5]([C:8]2[C:9]([O:17][CH2:18][CH:19]3[CH2:21][CH2:20]3)=[N:10][CH:11]=[C:12]([CH:16]=2)[C:13]([OH:15])=O)=[CH:4][CH:3]=1.[NH2:22][CH2:23][C@@:24]([CH3:29])([CH:26]1[CH2:28][CH2:27]1)[OH:25]>>[CH:26]1([C@:24]([OH:25])([CH3:29])[CH2:23][NH:22][C:13](=[O:15])[C:12]2[CH:16]=[C:8]([C:5]3[CH:4]=[CH:3][C:2]([F:1])=[CH:7][CH:6]=3)[C:9]([O:17][CH2:18][CH:19]3[CH2:21][CH2:20]3)=[N:10][CH:11]=2)[CH2:28][CH2:27]1. Procedure: The title compound was synthesized in analogy to Example 5d, using 5-(4-fluoro-phenyl)-6-cyclopropylmethoxy-nicotinic acid and (R)-α-(aminomethyl)-α-methyl-cyclopropanemethanol as starting materials, MS (ISP) 385.2 (M+H)+. The reactants are ClCC1=C2C(=CC(NC2=CC=C1C1=C(C=CC=C1)OC)(C)C)C (5-chloromethyl-6-(2-methoxyphenyl)-2,2,4-trimethyl-1,2-dihydroquinoline), C1(=CC=CC=C1)S (thiophenol), C([O-])([O-])=O.[K+].[K+] (potassium carbonate). The solvent is CN(C=O)C (N,N-dimethylformamide), C(C)(=O)OCC (ethyl acetate). Reaction conditions: temperature 50 celsius, time 8 hour. Yields the product COC1=C(C=CC=C1)C=1C(=C2C(=CC(NC2=CC1)(C)C)C)CSC1=CC=CC=C1 (6-(2-Methoxyphenyl)-5-phenylthiomethyl-2,2,4-trimethyl-1,2-dihydroquinoline). Yield: 55.0%. RXN SMILES: Cl[CH2:2][C:3]1[C:12]([C:13]2[CH:18]=[CH:17][CH:16]=[CH:15][C:14]=2[O:19][CH3:20])=[CH:11][CH:10]=[C:9]2[C:4]=1[C:5]([CH3:23])=[CH:6][C:7]([CH3:22])([CH3:21])[NH:8]2.[C:24]1([SH:30])[CH:29]=[CH:28][CH:27]=[CH:26][CH:25]=1.C(=O)([O-])[O-].[K+].[K+]>CN(C)C=O.C(OCC)(=O)C>[CH3:20][O:19][C:14]1[CH:15]=[CH:16][CH:17]=[CH:18][C:13]=1[C:12]1[C:3]([CH2:2][S:30][C:24]2[CH:29]=[CH:28][CH:27]=[CH:26][CH:25]=2)=[C:4]2[C:9](=[CH:10][CH:11]=1)[NH:8][C:7]([CH3:22])([CH3:21])[CH:6]=[C:5]2[CH3:23] |f:2.3.4|. Reported procedure: A mixture of 5-chloromethyl-6-(2-methoxyphenyl)-2,2,4-trimethyl-1,2-dihydroquinoline (Reference Compound No. 5-1, 80 mg, 0.24 mmol), thiophenol (148 μL, 1.44 mmol) and potassium carbonate (266 mg, 1.92 mmol) was suspended in anhydrous N,N-dimethylformamide (2 mL), and the reaction mixture was stirred at 50° C. overnight. After cooling down, it was diluted with ethyl acetate (50 mL). The whole was washed with water (50 mL) and saturated brine (30 mL) successively, dried over anhydrous magnesium s...